Dataset: the Open Reaction Database (ORD), a public repository of structured organic reaction records. Task: describe an organic reaction: reactants, conditions, products, and yield Reactants: COC(=O)c1ccccc1Oc1cnccc1[N+](=O)[O-], CCO. Product: COC(=O)c1ccccc1Oc1cnccc1N. As a reaction SMILES: [CH3:1][O:2][C:3]([c:4]1[c:5]([O:10][c:11]2[cH:12][n:13][cH:14][cH:15][c:16]2[N+:17]([O-:18])=[O:19])[cH:6][cH:7][cH:8][cH:9]1)=[O:20].[CH3:21][CH2:22][OH:23]>>[CH3:1][O:2][C:3]([c:4]1[c:5]([O:10][c:11]2[cH:12][n:13][cH:14][cH:15][c:16]2[NH2:17])[cH:6][cH:7][cH:8][cH:9]1)=[O:20]. Reactants: C(C)(=O)OC(C)=O.B(F)(F)F (boron trifluoride acetic anhydride), B(F)(F)F (boron trifluoride), O1C(COCC1)C(=O)O.B(F)(F)F (boron trifluoride dioxanate), B(F)(F)F.CCOCC (boron trifluoride diethyl etherate), B(F)(F)F (boron trifluoride), B(F)(F)F.CCCCOCCCC (boron trifluoride dibutyl etherate). Yields the product polyacetal, O1COCC1 (1,3-dioxolane), O1OOCCC1 (trioxane). As a reaction SMILES: B(F)(F)F.B(F)(F)F.CC[O:11]CC.B(F)(F)F.CCCCOCCCC.[O:27]1[CH2:32]C[O:30][CH2:29][CH:28]1[C:33]([OH:35])=O.B(F)(F)F.C(OC(=O)C)(=O)C.B(F)(F)F>>[O:27]1[CH2:28][CH2:29][O:30][CH2:32]1.[O:35]1[CH2:33][CH2:28][CH2:29][O:30][O:11]1 |f:1.2,3.4,5.6,7.8|. Procedure details: The boron trifluoride and the coordination compound of boron trifluoride such as boron trifluoride diethyl etherate, boron trifluoride dibutyl etherate, boron trifluoride dioxanate, boron trifluoride acetic anhydride and boron trifluoride triethylamine complex compounds, which are used either alone or in combination in the present invention, are a cationic polymerization catalyst for producing a polyacetal resin mainly comprising 1,3-dioxolane and trioxane. The reactants are CO (methanol), C(C(O)C(O)C(=O)[O-])(=O)[O-].[K+].[Na+] (sodium potassium tartarate), O([Si](C1=CC=CC=C1)(C1=CC=CC=C1)C(C)(C)C)C[C@@H]1[C@H](C[C@@H]2OC(C[C@@H]21)=O)F ((3aR,4R,5S,6aS)-4-[(t-Butyldiphenylsiloxy)methyl]-5-fluorohexahydro-2H-cyclopenta[b]furan-2-one), solution, [H-].C(C(C)C)[Al+]CC(C)C (diisobutylaluminum hydride). Run in C(C)(=O)OCC (ethyl acetate), C1(=CC=CC=C1)C (toluene), C1(=CC=CC=C1)C (toluene). Reaction conditions: time 1 hour. The product is O([Si](C1=CC=CC=C1)(C1=CC=CC=C1)C(C)(C)C)C[C@@H]1[C@H](C[C@@H]2OC(C[C@@H]21)O)F ((3 aR,4R,5S,6aS)-4-[(t-Butyldiphenylsiloxy)methyl]-5-fluoro-2-hydroxyhexahydro-2H-cyclopenta[b]furan). Yield: 83.6%. Reaction SMILES: [O:1]([CH2:19][C@H:20]1[C@@H:27]2[C@@H:23]([O:24][C:25](=[O:28])[CH2:26]2)[CH2:22][C@@H:21]1[F:29])[Si:2]([C:15]([CH3:18])([CH3:17])[CH3:16])([C:9]1[CH:14]=[CH:13][CH:12]=[CH:11][CH:10]=1)[C:3]1[CH:8]=[CH:7][CH:6]=[CH:5][CH:4]=1.[H-].C([Al+]CC(C)C)C(C)C.CO.C([O-])(=O)C(C(C([O-])=O)O)O.[K+].[Na+]>C1(C)C=CC=CC=1.C(OCC)(=O)C>[O:1]([CH2:19][C@H:20]1[C@@H:27]2[C@@H:23]([O:24][CH:25]([OH:28])[CH2:26]2)[CH2:22][C@@H:21]1[F:29])[Si:2]([C:15]([CH3:16])([CH3:17])[CH3:18])([C:3]1[CH:4]=[CH:5][CH:6]=[CH:7][CH:8]=1)[C:9]1[CH:14]=[CH:13][CH:12]=[CH:11][CH:10]=1 |f:1.2,4.5.6|. Procedure: To a solution of 5 (989 mg, 2.40 mmol) in toluene (15 mL) at −78° C. (bath temperature) was added dropwise a 1.5 M solution of diisobutylaluminum hydride (DIBAL) in toluene (2.4 mL, 3.6 mmol). After 1 h, methanol (2 mL) and ethyl acetate (2 mL) were added, the solution was warmed to room temperature, added to saturated sodium potassium tartarate (30 mL), and stirred for 30 min. The layers were separated, the aqueous phase was extracted with ethyl acetate (3×30 mL), dried (MgSO4), filtered, conce... Starting materials: C(=O)([O-])[O-].[Na+].[Na+] (Na2CO3), 62.4, BrCCNCCBr (bis-(β-bromoethyl)amine), O(C1=CC=CC=C1)C1=CC=C(N)C=C1 (para-phenoxyaniline). The solvent is CO (methanol). Product: O(C1=CC=CC=C1)C1=CC=C(C=C1)N1CCNCC1 (1-(4-phenoxyphenyl)-piperazine). As a reaction SMILES: Br[CH2:2][CH2:3][NH:4][CH2:5][CH2:6]Br.[O:8]([C:15]1[CH:21]=[CH:20][C:18]([NH2:19])=[CH:17][CH:16]=1)[C:9]1[CH:14]=[CH:13][CH:12]=[CH:11][CH:10]=1.C([O-])([O-])=O.[Na+].[Na+]>CO>[O:8]([C:15]1[CH:16]=[CH:17][C:18]([N:19]2[CH2:6][CH2:5][NH:4][CH2:3][CH2:2]2)=[CH:20][CH:21]=1)[C:9]1[CH:10]=[CH:11][CH:12]=[CH:13][CH:14]=1 |f:2.3.4|. Reported procedure: To a solution of 62.4 parts of bis-(β-bromoethyl)amine dihybromide in 160 parts of methanol there were added 37 parts of para-phenoxyaniline. The mixture was refluxed for 10 hours. 10.6 parts of Na2CO3 were then added and the reaction mixture was refluxed for a further 10 hours. After cooling, the precipitate was filtered off, washed with 80 parts of methanol and dried.